Dataset: the Open Reaction Database (ORD), a public repository of structured organic reaction records. Task: describe an organic reaction: reactants, conditions, products, and yield Starting materials: CC(=O)[O-], CCO, Cl, NO, Nc1ccc2c(c1)CCCC2=O, [Na+], O. The product is Nc1ccc2c(c1)CCCC2=NO. RXN SMILES: [CH3:17][C:18](=[O:19])[O-:20].[CH3:21][CH2:22][OH:23].[ClH:13].[NH2:14][OH:15].[NH2:1][c:2]1[cH:3][c:4]2[c:9]([cH:10][cH:11]1)[C:8](=[O:12])[CH2:7][CH2:6][CH2:5]2.[Na+:16].[OH2:24]>>[NH2:1][c:2]1[cH:3][c:4]2[c:9]([cH:10][cH:11]1)[C:8](=[N:14][OH:15])[CH2:7][CH2:6][CH2:5]2. Reactants: S=C1NC(=NN1)SCC(=O)OCC (ethyl [(4,5-dihydro-5-thioxo-1H-1,2,4-triazol-3-yl)thio]acetate), [OH-].[Na+] (sodium hydroxide). Product: S=C1NC(=NN1)SCC(=O)O ([(4,5-dihydro-5-thioxo-1H-1,2,4-triazol-3-yl)thio]acetic acid). The yield is 75.0%. Reaction SMILES: [S:1]=[C:2]1[NH:6][N:5]=[C:4]([S:7][CH2:8][C:9]([O:11]CC)=[O:10])[NH:3]1.[OH-].[Na+]>>[S:1]=[C:2]1[NH:6][N:5]=[C:4]([S:7][CH2:8][C:9]([OH:11])=[O:10])[NH:3]1 |f:1.2|. Procedure details: A solution of 2.19 g. (10 mmol) of ethyl [(4,5-dihydro-5-thioxo-1H-1,2,4-triazol-3-yl)thio]acetate in 50 ml. of 5% sodium hydroxide was heated at reflux for 1 hour. After thorough cooling, the mixture was filtered, and the filtrate was washed with ethyl acetate. The aqueous layer was separated, acidified to pH 1 and extracted with ethyl acetate. The extract was evaporated in vacuo to dryness. The residue was crystallized from chloroform to give 1.43 g. (75% yield) of [(4,5-dihydro-5-thioxo-1H-1,...